This data is from the Open Reaction Database (ORD), a public repository of structured organic reaction records. The task is: describe an organic reaction: reactants, conditions, products, and yield The reactants are S(=S)(=O)([O-])[O-].[Na+].[Na+] (sodium thiosulfate), C[Si](C)(C)Cl (trimethylsilylchloride), [I-].[Na+] (sodium iodide), COC1=CC=C(C=N1)NC=C(C(=O)OCC)C(C)=O (ethyl 2-[(6-methoxypyridin-3-ylamino)methylene]-3-oxobutanoate). The solvent is C(C)#N (acetonitrile). The product is OC1=C(C=NC2=CC=C(N=C12)O)C(C)=O (1-(4,6-dihydroxy-1,5-naphthyridin-3-yl)ethanone). Reaction SMILES: C[O:2][C:3]1[N:8]=[CH:7][C:6]([NH:9][CH:10]=[C:11]([C:17](=[O:19])[CH3:18])[C:12]([O:14]CC)=O)=[CH:5][CH:4]=1.C[Si](Cl)(C)C.[I-].[Na+].S([O-])([O-])(=O)=S.[Na+].[Na+]>C(#N)C>[OH:14][C:12]1[C:7]2[C:6](=[CH:5][CH:4]=[C:3]([OH:2])[N:8]=2)[N:9]=[CH:10][C:11]=1[C:17](=[O:19])[CH3:18] |f:2.3,4.5.6|. Procedure: To a suspension of ethyl 2-[(6-methoxypyridin-3-ylamino)methylene]-3-oxobutanoate (70 g, 0.32 mol) in acetonitrile (800 ml) was added trimethylsilylchloride (173 g, 1.6 mol) and sodium iodide (140 g, 0.96 mol) and the reaction mixture was heated at reflux for 2 h. The reaction mixture was cooled to room temperature and satd. aq. sodium thiosulfate was added. The mixture was concentrated to remove acetonitrile, diluted with brine and the solids were filtered and dried to provide the intermediate ... The reactants are BrC1=C(N=C(N(C1=O)CC1=C(C=C(C=C1)C=1C(=CC=CC1)C#N)F)CCC)C (4′-[(5-bromo-4-methyl-6-oxo-2-propylpyrimidin-1(6H)-yl)methyl]-3′-fluorobiphenyl-2-carbonitrile), C(C)(C)OC1=CC=C(C=N1)B(O)O ((6-isopropoxypyridin-3-yl)boronic acid), C([O-])([O-])=O.[Cs+].[Cs+] (cesium carbonate), O1CCOCC1 (1,4-dioxane). The reagents and catalysts are C1=CC=C(C=C1)P([C-]2C=CC=C2)C3=CC=CC=C3.C1=CC=C(C=C1)P([C-]2C=CC=C2)C3=CC=CC=C3.Cl[Pd]Cl.[Fe+2].ClCCl ([1,1′-bis(diphenylphosphino)ferrocene]dichloropalladium(II) dichloromethane). The solvent is C(C)(=O)OCC (ethyl acetate). Reaction conditions: temperature 100 celsius, time 12 hour. The product is FC=1C=C(C=CC1CN1C(=NC(=C(C1=O)C=1C=NC(=CC1)OC(C)C)C)CCC)C=1C(=CC=CC1)C#N (3′-fluoro-4′-{[5-(6-isopropoxypyridin-3-yl)-4-methyl-6-oxo-2-propylpyrimidin-1(6H)-yl]methyl}biphenyl-2-carbonitrile). Isolated yield 91.7%. Reaction SMILES: Br[C:2]1[C:7](=[O:8])[N:6]([CH2:9][C:10]2[CH:15]=[CH:14][C:13]([C:16]3[C:17]([C:22]#[N:23])=[CH:18][CH:19]=[CH:20][CH:21]=3)=[CH:12][C:11]=2[F:24])[C:5]([CH2:25][CH2:26][CH3:27])=[N:4][C:3]=1[CH3:28].[CH:29]([O:32][C:33]1[N:38]=[CH:37][C:36](B(O)O)=[CH:35][CH:34]=1)([CH3:31])[CH3:30].C(=O)([O-])[O-].[Cs+].[Cs+].O1CCOCC1>C(OCC)(=O)C.C1C=CC(P(C2C=CC=CC=2)[C-]2C=CC=C2)=CC=1.C1C=CC(P(C2C=CC=CC=2)[C-]2C=CC=C2)=CC=1.Cl[Pd]Cl.[Fe+2].ClCCl>[F:24][C:11]1[CH:12]=[C:13]([C:16]2[C:17]([C:22]#[N:23])=[CH:18][CH:19]=[CH:20][CH:21]=2)[CH:14]=[CH:15][C:10]=1[CH2:9][N:6]1[C:7](=[O:8])[C:2]([C:36]2[CH:37]=[N:38][C:33]([O:32][CH:29]([CH3:31])[CH3:30])=[CH:34][CH:35]=2)=[C:3]([CH3:28])[N:4]=[C:5]1[CH2:25][CH2:26][CH3:27] |f:2.3.4,7.8.9.10.11|. Reported procedure: A mixture of 4′-[(5-bromo-4-methyl-6-oxo-2-propylpyrimidin-1(6H)-yl)methyl]-3′-fluorobiphenyl-2-carbonitrile (0.58 g), (6-isopropoxypyridin-3-yl)boronic acid (0.42 g), [1,1′-bis(diphenylphosphino)ferrocene]dichloropalladium(II) dichloromethane adduct (0.05 g), 2 M aqueous cesium carbonate solution (5 mL) and 1,4-dioxane (5 mL) was stirred at 100° C. for 12 hr. The reaction mixture was diluted with ethyl acetate, washed with water and then with saturated brine, and dried over anhydrous magnesium ... Starting materials: CC(C)([O-])C.[K+] (potassium t-butoxide), ClCCCC1=CN=CN1CC1=CC=C(C=C1)C#N (5-(3-chloropropyl)-1-(p-cyanophenylmethyl)-1H-imidazole), C(C)(=O)O (acetic acid). Solvent: CC(=O)C (acetone), Cl (hydrogen chloride), O1CCCC1 (tetrahydrofuran). Run at time 2 hour. Yields the product Cl.C(#N)C1=CC=C(C=C1)C1CCCC=2N1C=NC2 (5-(p-Cyanophenyl)-5,6,7,8-tetrahydroimidazo[1,5-a]-pyridine hydrochloride). RXN SMILES: [Cl:1][CH2:2][CH2:3][CH2:4][C:5]1[N:9]([CH2:10][C:11]2[CH:16]=[CH:15][C:14]([C:17]#[N:18])=[CH:13][CH:12]=2)[CH:8]=[N:7][CH:6]=1.CC(C)([O-])C.[K+].C(O)(=O)C>O1CCCC1.CC(C)=O.Cl>[ClH:1].[C:17]([C:14]1[CH:15]=[CH:16][C:11]([CH:10]2[N:9]3[CH:8]=[N:7][CH:6]=[C:5]3[CH2:4][CH2:3][CH2:2]2)=[CH:12][CH:13]=1)#[N:18] |f:1.2,7.8|. Procedure details: A solution of 8.1 g of 5-(3-chloropropyl)-1-(p-cyanophenylmethyl)-1H-imidazole in 50 ml of tetrahydrofuran is cooled to 0°. To this is added 7.0 g of potassium t-butoxide as a solid in portions. The mixture is stirred at room temperature for 2 h, neutralized with 10% acetic acid and partitioned between methylene chloride and water. The organic layer is washed with water, dried over magnesium sulfate and evaporated to yield an oil which is dissolved in a small volume of acetone and neutralized wi... The solvent is O1CCOCC1 (dioxan). Reactants: Cl (hydrogen chloride), O[C@H]1C[C@@H]2CC[C@H]3[C@@H]4CC[C@H](C(C=C)=O)[C@]4(CC([C@@H]3[C@]2(CC1)C)=O)C (3α-Hydroxy-21-methylene-5α-pregnane-11,20-dione), O (water). Product: ClCCC([C@H]1CC[C@H]2[C@@H]3CC[C@H]4C[C@@H](CC[C@]4(C)[C@H]3C(C[C@]12C)=O)O)=O (21-Chloromethyl-3α-hydroxy-5α-pregnane-11,20-dione). Reaction conditions: time 2 hour. Reaction SMILES: [OH:1][C@@H:2]1[CH2:22][CH2:21][C@@:20]2([CH3:23])[C@@H:4]([CH2:5][CH2:6][C@@H:7]3[C@@H:19]2[C:18](=[O:24])[CH2:17][C@@:16]2([CH3:25])[C@H:8]3[CH2:9][CH2:10][C@@H:11]2[C:12](=[O:15])[CH:13]=[CH2:14])[CH2:3]1.[ClH:26].O>O1CCOCC1>[Cl:26][CH2:14][CH2:13][C:12](=[O:15])[C@@H:11]1[C@:16]2([CH3:25])[C@H:8]([C@H:7]3[C@H:19]([C:18](=[O:24])[CH2:17]2)[C@:20]2([CH3:23])[C@H:4]([CH2:3][C@H:2]([OH:1])[CH2:22][CH2:21]2)[CH2:5][CH2:6]3)[CH2:9][CH2:10]1. Procedure details: 3α-Hydroxy-21-methylene-5α-pregnane-11,20-dione (500 mg) was dissolved in dioxan (40 ml) and dry hydrogen chloride passed through the solution for 1 hour. The mixture was left to stand for a further 2 hours, then poured into water and the sticky solid extracted into ether. The extracts were washed with saturated sodium bicarbonate, water and then dried over anhydrous sodium sulphate. After evaporation and trituration of the resulting foam with ether/petrol the title compound (375 mg) was obtaine... The reactants are OC1=C(C(=NC2=C(C=CC=C12)C(F)(F)F)C(C)C)C(=O)OCC (ethyl 4-hydroxy-2-isopropyl-8-trifluoromethylquinoline-3-carboxylate), Be sodium hydroxide. Run in C(C)O (ethanol). Product: OC1=C(C(=NC2=C(C=CC=C12)C(F)(F)F)C(C)C)C(=O)O (4-hydroxy-2-isopropyl-8-trifluoromethyl-quinoline-3-carboxylic acid). The yield is 53.9%. Reaction SMILES: [OH:1][C:2]1[C:11]2[C:6](=[C:7]([C:12]([F:15])([F:14])[F:13])[CH:8]=[CH:9][CH:10]=2)[N:5]=[C:4]([CH:16]([CH3:18])[CH3:17])[C:3]=1[C:19]([O:21]CC)=[O:20]>C(O)C>[OH:1][C:2]1[C:11]2[C:6](=[C:7]([C:12]([F:15])([F:13])[F:14])[CH:8]=[CH:9][CH:10]=2)[N:5]=[C:4]([CH:16]([CH3:18])[CH3:17])[C:3]=1[C:19]([OH:21])=[O:20]. Reported procedure: A solution of 14 g of the product of Step D, 75 ml of 36° Be sodium hydroxide and 150 ml of ethanol was refluxed for 6 hours and was then cooled. The ethanol was distilled and 150 ml of ice water were added. The mixture was washed with methylene chloride and was acidified with slow addition of 2N hydrochloric acid at less than 15° C. The mixture was filtered and washed until the wash waters had a pH of 6 to obtain 6.9 g of 4-hydroxy-2-isopropyl-8-trifluoromethyl-quinoline-3-carboxylic acid melti... The reactants are CO, C=CC(=O)CC, C[N+](=O)[O-]. Yields the product CCC(=O)CCC[N+](=O)[O-]. Reaction SMILES: [CH3:11][OH:12].[CH:1](=[CH2:2])[C:3](=[O:4])[CH2:5][CH3:6].[N+:7](=[O:8])([O-:9])[CH3:10]>>[CH2:1]([CH2:2][CH2:10][N+:7](=[O:8])[O-:9])[C:3](=[O:4])[CH2:5][CH3:6].